Dataset: the Open Reaction Database (ORD), a public repository of structured organic reaction records. Task: describe an organic reaction: reactants, conditions, products, and yield Starting materials: ClC1=C(O[C@@H](C(=O)O)C)C=CC(=C1)Cl ((R)-2-(2,4-dichlorophenoxy)propionic acid), C1(=CC=CC=C1)C (toluene), S(=O)(Cl)Cl (thionyl chloride). The solvent is CN(C=O)C (dimethyl formamide). Run at temperature 75 celsius. Product: ClC1=C(O[C@@H](C(=O)Cl)C)C=CC(=C1)Cl ((R)-2-(2,4-Dichlorophenoxy)propionyl chloride). As a reaction SMILES: [Cl:1][C:2]1[CH:13]=[C:12]([Cl:14])[CH:11]=[CH:10][C:3]=1[O:4][C@H:5]([CH3:9])[C:6](O)=[O:7].C1(C)C=CC=CC=1.S(Cl)([Cl:24])=O>CN(C)C=O>[Cl:1][C:2]1[CH:13]=[C:12]([Cl:14])[CH:11]=[CH:10][C:3]=1[O:4][C@H:5]([CH3:9])[C:6]([Cl:24])=[O:7]. Reported procedure: A stirred mixture of (R)-2-(2,4-dichlorophenoxy)propionic acid (588 g, 2.5 mol), 588 g of toluene and 0.6 g of dimethyl formamide (DMF) is heated to 75° C., treated with thionyl chloride (304 g, 2.55 mol) over a 1.5 hour period, heated at 75° C. for 1 hour and cooled to 20-25° C. The resultant reaction mixture may be distilled to obtain the title product in quantitative yield, as an amber oil, or used as is in the next process step. The isolated product is characterized by NMR analysis. The prod... Reactants: C[Si](C)(C)C=[N+]=[N-] (trimethylsilyldiazomethane), OC1CCC(CC1)C(=O)O (4-hydroxycyclohexanecarboxylic acid), C1(=CC=CC=C1)C (toluene). Run in 4/1, CO (methanol). Run at time 16 hour. The product is O[C@@H]1CC[C@H](CC1)C(=O)OC (methyl trans-4-hydroxycyclohexanecarboxylate). As a reaction SMILES: [OH:1][CH:2]1[CH2:7][CH2:6][CH:5]([C:8]([OH:10])=[O:9])[CH2:4][CH2:3]1.[C:11]1(C)C=CC=CC=1.C[Si](C=[N+]=[N-])(C)C>CO>[OH:1][C@H:2]1[CH2:7][CH2:6][C@H:5]([C:8]([O:10][CH3:11])=[O:9])[CH2:4][CH2:3]1. Reported procedure: 1 g of 4-hydroxycyclohexanecarboxylic acid (6.94 mmol, 1 eq.) is placed in 50 mL of a 4/1 mixture of toluene and methanol. 5.55 mL of trimethylsilyldiazomethane (11.10 mmol, 1.6 eq.) are added dropwise to the reaction medium with stirring. After 16 hours, the solvents are evaporated off to give 1.3 g of methyl trans-4-hydroxycyclohexanecarboxylate. The reactants are CCOC(=O)CC(C#N)(CC(=O)OCC)c1ccccc1, CCOCC, CCO, CCCCCC, [H][H], N. Product: CCOC(=O)CC1(c2ccccc2)CNC(=O)C1. Reaction SMILES: [CH2:1]([CH3:2])[O:3][C:4]([CH2:5][C:6]([CH2:7][C:8](=[O:9])[O:10][CH2:11][CH3:12])([c:13]1[cH:14][cH:15][cH:16][cH:17][cH:18]1)[C:19]#[N:20])=[O:21].[CH2:34]([O:35][CH2:36][CH3:37])[CH3:38].[CH3:22][CH2:23][OH:24].[CH3:28][CH2:29][CH2:30][CH2:31][CH2:32][CH3:33].[H:25][H:26].[NH3:27]>>[CH2:1]([CH3:2])[O:3][C:4]([CH2:5][C:6]1([c:13]2[cH:14][cH:15][cH:16][cH:17][cH:18]2)[CH2:7][C:8](=[O:9])[NH:20][CH2:19]1)=[O:21].